Dataset: the Open Reaction Database (ORD), a public repository of structured organic reaction records. Task: describe an organic reaction: reactants, conditions, products, and yield Reactants: CSCCN, CN(C)c1ccncc1, O=C(Cl)Cl, CC(Cl)Cl, CNc1cnc(-c2cncc(F)c2)s1. The product is CSCCNC(=O)N(C)c1cnc(-c2cncc(F)c2)s1. RXN SMILES: [CH3:19][S:20][CH2:21][CH2:22][NH2:23].[CH3:28][N:29]([c:30]1[cH:31][cH:32][n:33][cH:34][cH:35]1)[CH3:36].[Cl:15][C:16]([Cl:17])=[O:18].[Cl:24][CH:25]([Cl:26])[CH3:27].[F:1][c:2]1[cH:3][c:4](-[c:8]2[s:9][c:10]([NH:13][CH3:14])[cH:11][n:12]2)[cH:5][n:6][cH:7]1>>[F:1][c:2]1[cH:3][c:4](-[c:8]2[s:9][c:10]([N:13]([CH3:14])[C:16](=[O:18])[NH:23][CH2:22][CH2:21][S:20][CH3:19])[cH:11][n:12]2)[cH:5][n:6][cH:7]1. The reactants are CC(C)(Cc1ccc(F)cc1)NCC(O)c1cc(OCc2ccccc2)cc2c1OC(C)(C)C(=O)N2, CO. Product: CC(C)(Cc1ccc(F)cc1)NCC(O)c1cc(O)cc2c1OC(C)(C)C(=O)N2. RXN SMILES: [CH2:1]([c:2]1[cH:3][cH:4][cH:5][cH:6][cH:7]1)[O:8][c:9]1[cH:10][c:11]([CH:22]([CH2:23][NH:24][C:25]([CH2:26][c:27]2[cH:28][cH:29][c:30]([F:33])[cH:31][cH:32]2)([CH3:34])[CH3:35])[OH:36])[c:12]2[c:13]([cH:21]1)[NH:14][C:15](=[O:20])[C:16]([CH3:18])([CH3:19])[O:17]2.[CH3:37][OH:38]>>[OH:8][c:9]1[cH:10][c:11]([CH:22]([CH2:23][NH:24][C:25]([CH2:26][c:27]2[cH:28][cH:29][c:30]([F:33])[cH:31][cH:32]2)([CH3:34])[CH3:35])[OH:36])[c:12]2[c:13]([cH:21]1)[NH:14][C:15](=[O:20])[C:16]([CH3:18])([CH3:19])[O:17]2. Procedure details: 8.0 g (0.1 mol) of acetyl chloride are added to 20.6 g (0.1 mol) of 1-imidazol-1-yl-1-phenoxy-3,3-dimethyl-butan-2-ol in 100 ml of ethyl acetate at room temperature. The mixture is then heated under reflux for 4 hours. It is allowed to cool and concentrated by distilling off the solvent in vacuo. The residue is taken up in benzene and the solution is washed with aqueous sodium bicarbonate solution and dried over sodium sulphate. The solvent is distilled off under a water pump vacuum and the resi... The solvent is C(C)(=O)OCC (ethyl acetate). The reactants are C(C)(=O)Cl (acetyl chloride), N1(C=NC=C1)C(C(C(C)(C)C)O)OC1=CC=CC=C1 (1-imidazol-1-yl-1-phenoxy-3,3-dimethyl-butan-2-ol). RXN SMILES: [C:1](Cl)(=[O:3])[CH3:2].[N:5]1([CH:10]([O:17][C:18]2[CH:23]=[CH:22][CH:21]=[CH:20][CH:19]=2)[CH:11]([OH:16])[C:12]([CH3:15])([CH3:14])[CH3:13])[CH:9]=[CH:8][N:7]=[CH:6]1>C(OCC)(=O)C>[C:1]([O:16][CH:11]([C:12]([CH3:15])([CH3:14])[CH3:13])[CH:10]([O:17][C:18]1[CH:19]=[CH:20][CH:21]=[CH:22][CH:23]=1)[N:5]1[CH:9]=[CH:8][N:7]=[CH:6]1)(=[O:3])[CH3:2]. Isolated yield 68.1%. Product: C(C)(=O)OC(C(N1C=NC=C1)OC1=CC=CC=C1)C(C)(C)C (2-acetoxy-1-phenoxy-1-imidazol-1-yl-3,3-dimethyl-butane). Starting materials: C[Si]([N-][Si](C)(C)C)(C)C.[Li+] (lithium hexamethyldisilazide), ClC1=CC=C(C=C1)C=1N(N=C2C1N=C(N=C2O)C)C2=C(C=CC=C2)Cl (3-(4-chlorophenyl)-2-(2-chlorophenyl)-5-methyl-2H-pyrazolo[4,3-d]pyrimidin-7-ol), FC(COS(=O)(=O)C(F)(F)F)(F)F (Trifluoromethanesulfonic acid 2,2,2-trifluoroethyl ester). Solvent: C1CCOC1 (THF). Run at temperature 60 celsius, time 1.5 hour. The product is ClC1=CC=C(C=C1)C=1N(N=C2C1N=C(N(C2=O)CC(F)(F)F)C)C2=C(C=CC=C2)Cl (3-(4-Chlorophenyl)-2-(2-chlorophenyl)-5-methyl-6-(2,2,2-trifluoroethyl)-2,6-dihydropyrazolo[4,3-d]pyrimidin-7-one). Reaction SMILES: [Cl:1][C:2]1[CH:7]=[CH:6][C:5]([C:8]2[N:9]([C:19]3[CH:24]=[CH:23][CH:22]=[CH:21][C:20]=3[Cl:25])[N:10]=[C:11]3[C:16]([OH:17])=[N:15][C:14]([CH3:18])=[N:13][C:12]=23)=[CH:4][CH:3]=1.C[Si](C)(C)[N-][Si](C)(C)C.[Li+].[F:36][C:37]([F:48])([F:47])[CH2:38]OS(C(F)(F)F)(=O)=O>C1COCC1>[Cl:1][C:2]1[CH:7]=[CH:6][C:5]([C:8]2[N:9]([C:19]3[CH:24]=[CH:23][CH:22]=[CH:21][C:20]=3[Cl:25])[N:10]=[C:11]3[C:16](=[O:17])[N:15]([CH2:38][C:37]([F:48])([F:47])[F:36])[C:14]([CH3:18])=[N:13][C:12]=23)=[CH:4][CH:3]=1 |f:1.2|. Reported procedure: To a mixture of 3-(4-chlorophenyl)-2-(2-chlorophenyl)-5-methyl-2H-pyrazolo[4,3-d]pyrimidin-7-ol (I-4A-1a, 1.86 g, 5.0 mmol) in anhydrous THF (30 ml) at room temperature was added lithium hexamethyldisilazide (7.5 ml, 7.5 mmol). A reddish solution was formed. Trifluoromethanesulfonic acid 2,2,2-trifluoroethyl ester (2.2 ml, 15 mmol) was subsequently added in one portion. The reaction mixture was stirred at 60° C. for 1.5 h, quenched with water, and concentrated under vacuum. MeOH was added to the... Reactants: C(C)(C)(C)C1=CC=C(C=C1)S(=O)(=O)N1CC2=C(NC3=C1C=C(C=C3)I)N=C(C=C2)C(F)(F)F (6-[(4-tert-butylphenyl)sulfonyl]-8-iodo-2-(trifluoromethyl)-6,11-dihydro-5H-pyrido[2,3-b][1,5]benzodiazepine), C(C)(C)(C)C1=CC=C(C=C1)S(=O)(=O)N1CC2=C(NC3=C1C=C(C=C3)I)N=C(C=C2)C(F)(F)F (6-[(4-tert-butylphenyl)sulfonyl]-8-iodo-2-(trifluoromethyl)-6,11-dihydro-5H-pyrido[2,3-b][1,5]benzodiazepine), N1N=NC=C1 (1,2,3-triazole), CNCCNC (N,N′-dimethylethylenediamine), CC(C)(C)[O-].[K+] (KOtBu). Reagents/catalysts: [Cu]I (CuI). Solvent: CN(C)C=O (DMF), CCOC(=O)C (EtOAc). Run at temperature 180 celsius. The product is C(C)(C)(C)C1=CC=C(C=C1)S(=O)(=O)N1CC2=C(NC3=C1C=C(C=C3)N3N=CC=N3)N=C(C=C2)C(F)(F)F (6-[(4-tert-Butylphenyl)sulfonyl]-8-(2H-1,2,3-triazol-2-yl)-2-(trifluoromethyl)-6,11-dihydro-5H-pyrido[2,3-b][1,5]benzodiazepine). Reaction SMILES: [C:1]([C:5]1[CH:10]=[CH:9][C:8]([S:11]([N:14]2[C:20]3[CH:21]=[C:22](I)[CH:23]=[CH:24][C:19]=3[NH:18][C:17]3[N:26]=[C:27]([C:30]([F:33])([F:32])[F:31])[CH:28]=[CH:29][C:16]=3[CH2:15]2)(=[O:13])=[O:12])=[CH:7][CH:6]=1)([CH3:4])([CH3:3])[CH3:2].[NH:34]1[CH:38]=[CH:37][N:36]=[N:35]1.CNCCNC.CC([O-])(C)C.[K+]>CN(C=O)C.CCOC(C)=O.[Cu]I>[C:1]([C:5]1[CH:10]=[CH:9][C:8]([S:11]([N:14]2[C:20]3[CH:21]=[C:22]([N:35]4[N:36]=[CH:37][CH:38]=[N:34]4)[CH:23]=[CH:24][C:19]=3[NH:18][C:17]3[N:26]=[C:27]([C:30]([F:33])([F:32])[F:31])[CH:28]=[CH:29][C:16]=3[CH2:15]2)(=[O:13])=[O:12])=[CH:7][CH:6]=1)([CH3:4])([CH3:3])[CH3:2] |f:3.4|. Reported procedure: To a stirred solution of 6-[(4-tert-butylphenyl)sulfonyl]-8-iodo-2-(trifluoromethyl)-6,11-dihydro-5H-pyrido[2,3-b][1,5]benzodiazepine (intermediate 52, 109 mg, 0.19 mmol) in DMF (4 mL) was added 1,2,3-triazole (39 mg, 0.56 mmol), CuI (71 mg, 0.37 mmol), N,N′-dimethylethylenediamine (0.08 mL, 0.74 mmol), and KOtBu (1.0M/THF, 1.5 mL, 1.5 mmol). The resulting solution was heated to 180° C. in a microwave reactor for 1 h. The solution was diluted with EtOAc and washed with sat aqueous NaHCO3. The or... The reactants are CN1C2=C(C=3C=CC(=CC13)N1C(C=C(C=C1)C=1C=NC(=CC1)C(F)(F)F)=O)CNCC2 (1-(5-Methyl-2,3,4,5-tetrahydro-1H-pyrido[4,3-b]indol-7-yl)-4-(6-(trifluoromethyl)pyridin-3-yl)pyridin-2(1H)-one), C1(=C(C(=C(C(=C1F)F)F)N)F)N.Cl.Cl (dihydrochloride). Product: CN1CC2=C(N(C=3C=C(C=CC23)N2C(C=C(C=C2)C=2C=NC(=CC2)C(F)(F)F)=O)C)CC1 (1-(2,5-Dimethyl-2,3,4,5-tetrahydro-1H-pyrido[4,3-b]indol-7-yl)-4-(6-(trifluoromethyl)pyridin-3-yl)pyridin-2(1H)-one). Yield: 29.0%. As a reaction SMILES: [CH3:1][N:2]1[C:10]2[CH:9]=[C:8]([N:11]3[CH:16]=[CH:15][C:14]([C:17]4[CH:18]=[N:19][C:20]([C:23]([F:26])([F:25])[F:24])=[CH:21][CH:22]=4)=[CH:13][C:12]3=[O:27])[CH:7]=[CH:6][C:5]=2[C:4]2[CH2:28][NH:29][CH2:30][CH2:31][C:3]1=2.[C:32]1(N)C(F)=C(F)C(F)=C(N)C=1F.Cl.Cl>>[CH3:32][N:29]1[CH2:30][CH2:31][C:3]2[N:2]([CH3:1])[C:10]3[CH:9]=[C:8]([N:11]4[CH:16]=[CH:15][C:14]([C:17]5[CH:18]=[N:19][C:20]([C:23]([F:24])([F:25])[F:26])=[CH:21][CH:22]=5)=[CH:13][C:12]4=[O:27])[CH:7]=[CH:6][C:5]=3[C:4]=2[CH2:28]1 |f:1.2.3|. Procedure details: 1-(5-Methyl-2,3,4,5-tetrahydro-1H-pyrido[4,3-b]indol-7-yl)-4-(6-(trifluoromethyl)pyridin-3-yl)pyridin-2(1H)-one (77 mg, 0.18 mmol) was reacted according to the procedure of Example 47 and converted to the dihydrochloride to provide the title compound (27 mg, 29%) as a yellow solid: mp 295-300° C.; 1H NMR (500 MHz, CD3OD) δ 9.09 (d, J=1.7 Hz, 1H), 8.42 (dd, J=8.1, 2.0 Hz, 1H), 7.97 (d, J=8.2 Hz, 1H), 7.85 (d, J=7.1 Hz, 1H), 7.62 (d, J=8.3 Hz, 1H), 7.58 (d, J=1.5 Hz, 1H), 7.15 (dd, J=8.3, 1.8 Hz, ... Reactants: CO, Cl, [Na+], COC(=O)CCNCCC1COc2ccccc2C1, [OH-], O. Product: Cl, O=C(O)CCNCCC1COc2ccccc2C1. Reaction SMILES: [CH3:24][OH:25].[ClH:3].[Na+:2].[O:4]1[CH2:5][CH:6]([CH2:14][CH2:15][NH:16][CH2:17][CH2:18][C:19](=[O:20])[O:21][CH3:22])[CH2:7][c:8]2[cH:9][cH:10][cH:11][cH:12][c:13]21.[OH-:1].[OH2:23]>>[ClH:3].[O:4]1[CH2:5][CH:6]([CH2:14][CH2:15][NH:16][CH2:17][CH2:18][C:19](=[O:20])[OH:21])[CH2:7][c:8]2[cH:9][cH:10][cH:11][cH:12][c:13]21. Starting materials: C1(=C(C=CC=C1)C=1N=NNC1)C (tolyltriazole), C(=C)N1C(CCC1)=O (1-vinyl-2-pyrrolidinone), C1(=CC=C(C=C1)S(=O)(=O)O)C (para toluene sulphonic acid). Run in C1(=CC=CC=C1)C (toluene). Product: O=C1N(CCC1)C(C)C1=C(N=NN1)C1=C(C=CC=C1)C ([1-(2-oxo-1-pyrrolidinyl)ethyl]tolyltriazole). As a reaction SMILES: [C:1]1([CH3:12])[CH:6]=[CH:5][CH:4]=[CH:3][C:2]=1[C:7]1[N:8]=[N:9][NH:10][CH:11]=1.[CH:13]([N:15]1[CH2:19][CH2:18][CH2:17][C:16]1=[O:20])=[CH2:14].C1(C)C=CC(S(O)(=O)=O)=CC=1>C1(C)C=CC=CC=1>[O:20]=[C:16]1[CH2:17][CH2:18][CH2:19][N:15]1[CH:13]([C:11]1[NH:10][N:9]=[N:8][C:7]=1[C:2]1[CH:3]=[CH:4][CH:5]=[CH:6][C:1]=1[CH3:12])[CH3:14]. Procedure: A mixture of tolyltriazole (26.6 g; 0.2 moles), 1-vinyl-2-pyrrolidinone (22.2 g; 0.2 moles) and para toluene sulphonic acid (0.14 g) is heated in toluene (200 ml), under reflux, for 7 hours. The mixture is then cooled to ambient temperature and washed with 5% sodium bicarbonate solution (50 ml), water (2×50 ml) and finally, dried over anhydrous magnesium sulphate. The dried extract is filtered and then evaporated to yield a yellow oil. Short-path distillation of the crude product yields a pale y...